Dataset: the Open Reaction Database (ORD), a public repository of structured organic reaction records. Task: describe an organic reaction: reactants, conditions, products, and yield The reactants are N(=[N+]=[N-])C1=C(C(=CC=C1)Cl)Cl (1-Azido-2,3-dichlorobenzene), C1(=CC=CC=C1)CC#C (3-phenyl-1-propyne). Run in C1(=CC=CC=C1)C (toluene). Reaction conditions: temperature 100 celsius. Yields the product C(C1=CC=CC=C1)C1=CN=NN1C1=C(C(=CC=C1)Cl)Cl (5-benzyl-1-(2,3-dichlorophenyl)-1H-1,2,3-triazole). As a reaction SMILES: [N:1]([C:4]1[CH:9]=[CH:8][CH:7]=[C:6]([Cl:10])[C:5]=1[Cl:11])=[N+:2]=[N-:3].[C:12]1([CH2:18][C:19]#[CH:20])[CH:17]=[CH:16][CH:15]=[CH:14][CH:13]=1>C1(C)C=CC=CC=1>[CH2:18]([C:19]1[N:1]([C:4]2[CH:9]=[CH:8][CH:7]=[C:6]([Cl:10])[C:5]=2[Cl:11])[N:2]=[N:3][CH:20]=1)[C:12]1[CH:17]=[CH:16][CH:15]=[CH:14][CH:13]=1. Reported procedure: 1-Azido-2,3-dichlorobenzene (200 mg, 1.06 mmol) (Cambie J. Organomet. Chem. 1996, 507, 1) and 3-phenyl-1-propyne (150 μL, 1.1 equiv) were combined in toluene (0.2 mL) and heated at 100° C. for 18 hours, allowed to cool to room temperature, and then concentrated under reduced pressure to give a mixture of regioisomers. The residue was purified by flash chromatography eluting with hexanes:ethyl acetate (3:1) to provide the title compound. MS (DCI/NH3) m/z 304 (M+H)+; 1H NMR (CDCl3) δ 3.87 (br s, 2...